The task is: describe an organic reaction: reactants, conditions, products, and yield. This data is from the Open Reaction Database (ORD), a public repository of structured organic reaction records. Reactants: CC(C)(C)c1ccc(OC2CNC2)cc1, OCCO, CCOC(C)=O, CC(C)O, [Cu]I, CC(=O)NC(C)c1ccc(I)cc1, [K+], [K+], [K+], O=P([O-])([O-])[O-]. The product is CC(=O)NC(C)c1ccc(N2CC(Oc3ccc(C(C)(C)C)cc3)C2)cc1. Reaction SMILES: [C:14]([CH3:15])([CH3:16])([CH3:17])[c:18]1[cH:19][cH:20][c:21]([O:22][CH:23]2[CH2:24][NH:25][CH2:26]2)[cH:27][cH:28]1.[CH2:37]([OH:38])[CH2:39][OH:40].[CH3:47][CH2:48][O:49][C:50](=[O:51])[CH3:52].[CH:41]([OH:42])([CH3:43])[CH3:44].[Cu:45][I:46].[I:1][c:2]1[cH:3][cH:4][c:5]([CH:8]([CH3:9])[NH:10][C:11]([CH3:12])=[O:13])[cH:6][cH:7]1.[K+:34].[K+:35].[K+:36].[P:29]([O-:30])([O-:31])([O-:32])=[O:33]>>[c:2]1([N:25]2[CH2:24][CH:23]([O:22][c:21]3[cH:20][cH:19][c:18]([C:14]([CH3:15])([CH3:16])[CH3:17])[cH:28][cH:27]3)[CH2:26]2)[cH:3][cH:4][c:5]([CH:8]([CH3:9])[NH:10][C:11]([CH3:12])=[O:13])[cH:6][cH:7]1. Starting materials: CC(C)(C)OC(=O)N1CCCC1CO, CCOC(=O)COc1ccc(S)cc1C, Cc1ccccc1, O=C(N=NC(=O)N1CCCCC1)N1CCCCC1. RXN SMILES: [C:1]([CH3:2])([CH3:3])([CH3:4])[O:5][C:6](=[O:7])[N:8]1[CH:9]([CH2:13][OH:14])[CH2:10][CH2:11][CH2:12]1.[CH2:33]([CH3:34])[O:35][C:36]([CH2:37][O:38][c:39]1[c:40]([CH3:46])[cH:41][c:42]([SH:45])[cH:43][cH:44]1)=[O:47].[CH3:48][c:49]1[cH:50][cH:51][cH:52][cH:53][cH:54]1.[N:15]([C:16]([N:17]1[CH2:18][CH2:19][CH2:20][CH2:21][CH2:22]1)=[O:23])=[N:24][C:25]([N:26]1[CH2:27][CH2:28][CH2:29][CH2:30][CH2:31]1)=[O:32]>>[C:1]([CH3:2])([CH3:3])([CH3:4])[O:5][C:6](=[O:7])[N:8]1[CH:9]([CH2:13][S:45][c:42]2[cH:41][c:40]([CH3:46])[c:39]([O:38][CH2:37][C:36]([O:35][CH2:33][CH3:34])=[O:47])[cH:44][cH:43]2)[CH2:10][CH2:11][CH2:12]1. The product is CCOC(=O)COc1ccc(SCC2CCCN2C(=O)OC(C)(C)C)cc1C. Starting materials: C(C)[C@H]1[C@@H](CN(CC1)C(=O)OC(C)(C)C)O (trans-tert-butyl 4-ethyl-3-hydroxy-piperidine-1-carboxylate), N(=O)[O-].[Na+] (sodium nitrite), Cl.FC(CN)(F)F (2,2,2-trifluoroethylamine hydrochloride). The reagents and catalysts are CC(=O)[O-].CC(=O)[O-].CC(=O)[O-].CC(=O)[O-].[Rh+2].[Rh+2] (tetrakis(acetato)dirhodium(II)). Solvent: C(Cl)Cl (DCM), O (water), O (water). Reaction conditions: time 2 hour. Product: C(C)(C)(C)OC(=O)N1C[C@H]([C@@H](CC1)CC)OCC(F)(F)F (Trans-tert-butyl-4-ethyl-3-(2,2,2-trifluoroethoxy)piperidine-1-carboxylate). RXN SMILES: N([O-])=O.[Na+].Cl.[F:6][C:7]([F:11])([F:10])[CH2:8]N.[CH2:12]([C@@H:14]1[CH2:19][CH2:18][N:17]([C:20]([O:22][C:23]([CH3:26])([CH3:25])[CH3:24])=[O:21])[CH2:16][C@H:15]1[OH:27])[CH3:13]>O.C(Cl)Cl.CC([O-])=O.CC([O-])=O.CC([O-])=O.CC([O-])=O.[Rh+2].[Rh+2]>[C:23]([O:22][C:20]([N:17]1[CH2:18][CH2:19][C@@H:14]([CH2:12][CH3:13])[C@H:15]([O:27][CH2:8][C:7]([F:11])([F:10])[F:6])[CH2:16]1)=[O:21])([CH3:26])([CH3:25])[CH3:24] |f:0.1,2.3,7.8.9.10.11.12|. Procedure details: Add a solution of sodium nitrite (1.8 g, 26.2 mmol in water (7.0 mL) dropwise at ambient temperature to a solution of 2,2,2-trifluoroethylamine hydrochloride (2.9 g, 20.9 mmol) in water (1.7 mL) under nitrogen atmosphere in a 25 mL round bottom flask connected via cannula tube with another round bottom flask containing a solution of trans-tert-butyl 4-ethyl-3-hydroxy-piperidine-1-carboxylate (400 mg, 1.74 mmol), tetrakis(acetato)dirhodium(II) (78 mg, 0.17 mmol) and 500 mg of molecular sieves (3 ... Yields the product COC(=O)Cc1cc(O)cc(F)c1. Starting materials: [Al+3], ClCCl, COC(=O)Cc1cc(F)cc(OCc2ccccc2)c1, [Cl-], [Cl-], [Cl-], Cl. As a reaction SMILES: [Al+3:22].[CH2:26]([Cl:27])[Cl:28].[CH3:1][O:2][C:3]([CH2:4][c:5]1[cH:6][c:7]([O:12][CH2:13][c:14]2[cH:15][cH:16][cH:17][cH:18][cH:19]2)[cH:8][c:9]([F:11])[cH:10]1)=[O:20].[Cl-:21].[Cl-:23].[Cl-:24].[ClH:25]>>[CH3:1][O:2][C:3]([CH2:4][c:5]1[cH:6][c:7]([OH:12])[cH:8][c:9]([F:11])[cH:10]1)=[O:20].